This data is from the Open Reaction Database (ORD), a public repository of structured organic reaction records. The task is: describe an organic reaction: reactants, conditions, products, and yield Reactants: tetrabutylammonium salt, NC1=CC(=C(C(=O)NCCN(CC)CC)C=C1Cl)O (4-amino-5-chloro-N-[2-(diethylamino)ethyl]-2-hydroxybenzamide), BrCC(CC)=O (1-bromo-2-butanone). The solvent is C(C)#N (acetonitrile). Run at time 2 hour. Product: NC1=CC(=C(C(=O)NCCN(CC)CC)C=C1Cl)OCC(CC)=O (4-Amino-2-(2-butanon-1-yl)oxy-5-chloro-N-[2-(diethylamino)-ethyl]benzamide). The yield is 87.1%. RXN SMILES: [NH2:1][C:2]1[C:17]([Cl:18])=[CH:16][C:5]([C:6]([NH:8][CH2:9][CH2:10][N:11]([CH2:14][CH3:15])[CH2:12][CH3:13])=[O:7])=[C:4]([OH:19])[CH:3]=1.Br[CH2:21][C:22](=[O:25])[CH2:23][CH3:24]>C(#N)C>[NH2:1][C:2]1[C:17]([Cl:18])=[CH:16][C:5]([C:6]([NH:8][CH2:9][CH2:10][N:11]([CH2:12][CH3:13])[CH2:14][CH3:15])=[O:7])=[C:4]([O:19][CH2:21][C:22](=[O:25])[CH2:23][CH3:24])[CH:3]=1. Procedure: A solution of the tetrabutylammonium salt of 4-amino-5-chloro-N-[2-(diethylamino)ethyl]-2-hydroxybenzamide (5.3 g, 10 mmoles) in acetonitrile (100 ml) was treated with 1-bromo-2-butanone (1.5 g, 10 mmoles) and stirred at 20° for 2 hours. The residue after concentration was treated with water and extracted with ethyl acetate and methylene chloride-2-propanol (5:1). The insoluble solid material was collected and combined with the organic extracts. Concentration of this mixture gave sticky crystall... Yields the product CN1CCC(CN2CCN(Cc3ccccc3)CC2)(c2ccccc2)CC1. Reactants: [Al+3], CN1CCC(C(=O)N2CCN(Cc3ccccc3)CC2)(c2ccccc2)CC1, C1CCOC1, [H-], [H-], [H-], [H-], [Li+]. Reaction SMILES: [Al+3:30].[CH2:1]([c:2]1[cH:3][cH:4][cH:5][cH:6][cH:7]1)[N:8]1[CH2:9][CH2:10][N:11]([C:14](=[O:15])[C:16]2([c:23]3[cH:24][cH:25][cH:26][cH:27][cH:28]3)[CH2:17][CH2:18][N:19]([CH3:22])[CH2:20][CH2:21]2)[CH2:12][CH2:13]1.[CH2:35]1[O:36][CH2:37][CH2:38][CH2:39]1.[H-:29].[H-:32].[H-:33].[H-:34].[Li+:31]>>[CH2:1]([c:2]1[cH:3][cH:4][cH:5][cH:6][cH:7]1)[N:8]1[CH2:9][CH2:10][N:11]([CH2:14][C:16]2([c:23]3[cH:24][cH:25][cH:26][cH:27][cH:28]3)[CH2:17][CH2:18][N:19]([CH3:22])[CH2:20][CH2:21]2)[CH2:12][CH2:13]1. Reactants: CC(C)(C)[Si](C)(C)OCc1cncc(P(C)(C)=O)c1, CC(=O)Cl, CO. Product: CP(C)(=O)c1cncc(CO)c1. RXN SMILES: [C:5]([Si:6]([CH3:7])([CH3:8])[O:10][CH2:11][c:12]1[cH:13][n:14][cH:15][c:16]([P:18](=[O:19])([CH3:20])[CH3:21])[cH:17]1)([CH3:9])([CH3:22])[CH3:23].[CH3:1][C:2](=[O:3])[Cl:4].[CH3:24][OH:25]>>[OH:10][CH2:11][c:12]1[cH:13][n:14][cH:15][c:16]([P:18](=[O:19])([CH3:20])[CH3:21])[cH:17]1. Starting materials: BrC1=CC=C(C=C1)C1=CN=C(N1)[C@H]1N(CCC1)C(=O)OC(C)(C)C ((S)-tert-butyl 2-(5-(4-bromophenyl)-1H-imidazol-2-yl)pyrrolidine-1-carboxylate), N[C@H](C(=O)O)C(C)C ((S)-2-amino-3-methylbutanoic acid). Product: N[C@H](C(=O)N1[C@@H](CCC1)C=1NC(=CN1)C1=CC=C(C=C1)Br)C(C)C ((S)-2-amino-1-((S)-2-(5-(4-bromophenyl)-1H-imidazol-2-yl)pyrrolidin-1-yl)-3-methylbutan-1-one). RXN SMILES: [Br:1][C:2]1[CH:7]=[CH:6][C:5]([C:8]2[NH:12][C:11]([C@@H:13]3[CH2:17][CH2:16][CH2:15][N:14]3[C:18]([O:20]C(C)(C)C)=O)=[N:10][CH:9]=2)=[CH:4][CH:3]=1.[NH2:25][C@@H:26]([CH:30]([CH3:32])[CH3:31])C(O)=O>>[NH2:25][C@@H:26]([CH:30]([CH3:32])[CH3:31])[C:18]([N:14]1[CH2:15][CH2:16][CH2:17][C@H:13]1[C:11]1[NH:12][C:8]([C:5]2[CH:4]=[CH:3][C:2]([Br:1])=[CH:7][CH:6]=2)=[CH:9][N:10]=1)=[O:20]. Procedure details: The title compound was prepared from (S)-tert-butyl 2-(5-(4-bromophenyl)-1H-imidazol-2-yl)pyrrolidine-1-carboxylate and (S)-2-amino-3-methylbutanoic acid by the procedures detailed in Examples 1 and 2. 1HNMR (300 MHz, DMSO-d6) δ 11.73 (s, 1H), 7.68 (d, J=5.9 Hz, 1H), 7.65 (d, J=5.9 Hz, 1H), 7.46-7.58 (m, 3H), 5.14, 5.05 (dd, J=7.0, 3.0 Hz, 1H, rotamers, 1:1 ratio), 3.66 (app t, J=6.5 Hz, 1H), 3.53-3.61 and 3.38-3.47 (m, 1H, rotamers, 1:1 ratio), 3.28 (s, 2H), 1.70-2.21 (m, 6H), 0.75-0.88 (m, 6H)... Starting materials: CO, Cc1nn2c(Cc3ccc(O)cc3)nnc2nc1Cl, N. Yields the product Cc1nn2c(Cc3ccc(O)cc3)nnc2nc1N. RXN SMILES: [CH3:21][OH:22].[Cl:2][c:3]1[n:4][c:5]2[n:6]([n:7][c:8]1[CH3:9])[c:10]([CH2:13][c:14]1[cH:15][cH:16][c:17]([OH:20])[cH:18][cH:19]1)[n:11][n:12]2.[NH3:1]>>[NH2:1][c:3]1[n:4][c:5]2[n:6]([n:7][c:8]1[CH3:9])[c:10]([CH2:13][c:14]1[cH:15][cH:16][c:17]([OH:20])[cH:18][cH:19]1)[n:11][n:12]2. The reactants are ClCCl, Cl, Cc1ncc2n1CC(c1cccc(F)c1F)CCC2NC(=O)OC(C)(C)C. Product: Cl, Cc1ncc2n1CC(c1cccc(F)c1F)CCC2N. RXN SMILES: [Cl:29][CH2:30][Cl:31].[ClH:1].[F:2][c:3]1[c:4]([CH:10]2[CH2:11][CH2:12][CH:13]([NH:21][C:22](=[O:23])[O:24][C:25]([CH3:26])([CH3:27])[CH3:28])[c:14]3[n:15]([c:17]([CH3:20])[n:18][cH:19]3)[CH2:16]2)[cH:5][cH:6][cH:7][c:8]1[F:9]>>[ClH:1].[F:2][c:3]1[c:4]([CH:10]2[CH2:11][CH2:12][CH:13]([NH2:21])[c:14]3[n:15]([c:17]([CH3:20])[n:18][cH:19]3)[CH2:16]2)[cH:5][cH:6][cH:7][c:8]1[F:9].